Dataset: the Open Reaction Database (ORD), a public repository of structured organic reaction records. Task: describe an organic reaction: reactants, conditions, products, and yield Starting materials: BrC1CCC1, O=C([O-])[O-], CCOC(=O)C1(NC(=O)c2cc(Cl)cc(Cl)c2O)Cc2ccc(F)cc2C1, [Cs+], [Cs+], CN(C)C=O. Yields the product CCOC(=O)C1(NC(=O)c2cc(Cl)cc(Cl)c2OC2CCC2)Cc2ccc(F)cc2C1. Reaction SMILES: [Br:34][CH:35]1[CH2:36][CH2:37][CH2:38]1.[C:28](=[O:29])([O-:30])[O-:31].[CH2:1]([CH3:2])[O:3][C:4](=[O:5])[C:6]1([NH:16][C:17]([c:18]2[c:19]([OH:26])[c:20]([Cl:25])[cH:21][c:22]([Cl:24])[cH:23]2)=[O:27])[CH2:7][c:8]2[cH:9][cH:10][c:11]([F:15])[cH:12][c:13]2[CH2:14]1.[Cs+:32].[Cs+:33].[O:39]=[CH:40][N:41]([CH3:42])[CH3:43]>>[CH2:1]([CH3:2])[O:3][C:4](=[O:5])[C:6]1([NH:16][C:17]([c:18]2[c:19]([O:26][CH:35]3[CH2:36][CH2:37][CH2:38]3)[c:20]([Cl:25])[cH:21][c:22]([Cl:24])[cH:23]2)=[O:27])[CH2:7][c:8]2[cH:9][cH:10][c:11]([F:15])[cH:12][c:13]2[CH2:14]1. Starting materials: COC(=O)c1ccc(NC(=S)NN=C(C)c2csc(-c3ccc(C(C)(C)C)cc3)c2O)cc1[N+](=O)[O-], CC(C)O, Cl, [Na+], [OH-], O. Product: CC(=NNC(=S)Nc1ccc(C(=O)O)c([N+](=O)[O-])c1)c1csc(-c2ccc(C(C)(C)C)cc2)c1O. RXN SMILES: [C:1]([CH3:2])([CH3:3])([CH3:4])[c:5]1[cH:6][cH:7][c:8](-[c:11]2[c:12]([OH:36])[c:13]([C:16]([CH3:17])=[N:18][NH:19][C:20](=[S:21])[NH:22][c:23]3[cH:24][c:25]([N+:33](=[O:34])[O-:35])[c:26]([C:27](=[O:28])[O:29][CH3:30])[cH:31][cH:32]3)[cH:14][s:15]2)[cH:9][cH:10]1.[CH:41]([OH:42])([CH3:43])[CH3:44].[ClH:39].[Na+:38].[OH-:37].[OH2:40]>>[C:1]([CH3:2])([CH3:3])([CH3:4])[c:5]1[cH:6][cH:7][c:8](-[c:11]2[c:12]([OH:36])[c:13]([C:16]([CH3:17])=[N:18][NH:19][C:20](=[S:21])[NH:22][c:23]3[cH:24][c:25]([N+:33](=[O:34])[O-:35])[c:26]([C:27](=[O:28])[OH:29])[cH:31][cH:32]3)[cH:14][s:15]2)[cH:9][cH:10]1. The reactants are Cc1nc2cccnc2nc1SCc1ccccn1, ClC(Cl)Cl, O=C(OO)c1cccc(Cl)c1, [Na+], O=C([O-])O. The product is Cc1nc2cccnc2nc1S(=O)Cc1ccccn1. As a reaction SMILES: [CH3:1][c:2]1[n:3][c:4]2[c:5]([n:6][c:7]1[S:8][CH2:9][c:10]1[n:11][cH:12][cH:13][cH:14][cH:15]1)[n:16][cH:17][cH:18][cH:19]2.[CH:36]([Cl:37])([Cl:38])[Cl:39].[Cl:20][c:21]1[cH:22][cH:23][cH:24][c:25]([C:26]([O:27][OH:29])=[O:28])[cH:30]1.[Na+:35].[O-:31][C:32]([OH:33])=[O:34]>>[CH3:1][c:2]1[n:3][c:4]2[c:5]([n:6][c:7]1[S:8]([CH2:9][c:10]1[n:11][cH:12][cH:13][cH:14][cH:15]1)=[O:28])[n:16][cH:17][cH:18][cH:19]2. Starting materials: C(C)(C)(C)C1=CC(=C(C=C1)C=1NC(C(N1)(C)C1=CC=C(C=C1)Cl)(C)C1=CC=C(C=C1)Cl)OCC (rac-(4S*,5R*)-2-(4-tert-butyl-2-ethoxy-phenyl)-4,5-bis-(4-chloro-phenyl)-4,5-dimethyl-4,5-dihydro-1H-imidazole), CC(CC(=O)Cl)C (3-methyl-butyryl chloride). Product: C(C)(C)(C)C1=CC(=C(C=C1)C=1N([C@]([C@](N1)(C)C1=CC=C(C=C1)Cl)(C)C1=CC=C(C=C1)Cl)C(CC(C)C)=O)OCC (1-[(4S,5R)-2-(4-tert-Butyl-2-ethoxy-phenyl)-4,5-bis-(4-chloro-phenyl)-4,5-dimethyl-4,5-dihydro-imidazol-1-yl]-3-methyl-butan-1-one). Reaction SMILES: [C:1]([C:5]1[CH:10]=[CH:9][C:8]([C:11]2[NH:12][C:13]([C:25]3[CH:30]=[CH:29][C:28]([Cl:31])=[CH:27][CH:26]=3)([CH3:24])[C:14]([C:17]3[CH:22]=[CH:21][C:20]([Cl:23])=[CH:19][CH:18]=3)([CH3:16])[N:15]=2)=[C:7]([O:32][CH2:33][CH3:34])[CH:6]=1)([CH3:4])([CH3:3])[CH3:2].[CH3:35][CH:36]([CH3:41])[CH2:37][C:38](Cl)=[O:39]>>[C:1]([C:5]1[CH:10]=[CH:9][C:8]([C:11]2[N:15]([C:38](=[O:39])[CH2:37][CH:36]([CH3:41])[CH3:35])[C@@:14]([C:17]3[CH:22]=[CH:21][C:20]([Cl:23])=[CH:19][CH:18]=3)([CH3:16])[C@@:13]([C:25]3[CH:26]=[CH:27][C:28]([Cl:31])=[CH:29][CH:30]=3)([CH3:24])[N:12]=2)=[C:7]([O:32][CH2:33][CH3:34])[CH:6]=1)([CH3:2])([CH3:3])[CH3:4]. Reported procedure: In a manner analogous to the method described in example 5, rac-(4S*,5R*)-2-(4-tert-butyl-2-ethoxy-phenyl)-4,5-bis-(4-chloro-phenyl)-4,5-dimethyl-4,5-dihydro-1H-imidazole was reacted with 3-methyl-butyryl chloride (Aldrich) to give the title compound. HR-MS (ES, m/z) calculated for C34H41N2O2Cl2 [(M+H)+] 579.2540, observed 579.2543. The reactants are O=C(n1ccnc1)n1ccnc1, CCOC(=O)CC(=O)[O-], CCOC(C)=O, Cl, [Mg+], C1CCOC1, O, O=C(O)c1ccc(Cl)cc1. Product: CCOC(=O)CC(=O)c1ccc(Cl)cc1. As a reaction SMILES: [C:11]([n:12]1[cH:13][cH:14][n:15][cH:16]1)([n:17]1[cH:18][cH:19][n:20][cH:21]1)=[O:22].[C:24]([CH2:25][C:26]([O-:27])=[O:28])(=[O:29])[O:30][CH2:31][CH3:32].[CH3:39][CH2:40][O:41][C:42](=[O:43])[CH3:44].[ClH:33].[Mg+:23].[O:34]1[CH2:35][CH2:36][CH2:37][CH2:38]1.[OH2:45].[OH:1][C:2](=[O:3])[c:4]1[cH:5][cH:6][c:7]([Cl:8])[cH:9][cH:10]1>>[C:2](=[O:3])([c:4]1[cH:5][cH:6][c:7]([Cl:8])[cH:9][cH:10]1)[CH2:25][C:24](=[O:29])[O:30][CH2:31][CH3:32].